From a dataset of the Open Reaction Database (ORD), a public repository of structured organic reaction records. describe an organic reaction: reactants, conditions, products, and yield Starting materials: C1CCC=2OC3=C(C21)C=C(C=C3)N (2,3-dihydro-1H-cyclopenta[b]benzofuran-7-ylamine), C(CC(C)C)(=O)Cl (isovaleryl chloride). Run in N1=CC=CC=C1 (pyridine). Yields the product C1CCC=2OC3=C(C21)C=C(C=C3)NC(CC(C)C)=O (N-(2,3-Dihydro-1 H-cyclopenta[b]benzofuran-7-yl)-3-methyl-butyramide). The yield is 65.1%. RXN SMILES: [CH2:1]1[C:8]2[C:7]3[CH:9]=[C:10]([NH2:13])[CH:11]=[CH:12][C:6]=3[O:5][C:4]=2[CH2:3][CH2:2]1.[C:14](Cl)(=[O:19])[CH2:15][CH:16]([CH3:18])[CH3:17]>N1C=CC=CC=1>[CH2:1]1[C:8]2[C:7]3[CH:9]=[C:10]([NH:13][C:14](=[O:19])[CH2:15][CH:16]([CH3:18])[CH3:17])[CH:11]=[CH:12][C:6]=3[O:5][C:4]=2[CH2:3][CH2:2]1. Procedure: Following the procedure of Example 1, 2,3-dihydro-1H-cyclopenta[b]benzofuran-7-ylamine (0.69 g, 4.0 mmol) and isovaleryl chloride (0.55 mL, 4.4 mmol) in pyridine (10 mL) provided N-(2,3-Dihydro-1 H-cyclopenta[b]benzofuran-7-yl)-3-methyl-butyramide (0.67 g). Mp 162.0-163.0° C.; Anal. Calcd. for C16H19NO2: C, 74.68; H, 7.44; N, 5.44; Found: C, 74.67; H, 7.70; N, 5.39.